Dataset: the Open Reaction Database (ORD), a public repository of structured organic reaction records. Task: describe an organic reaction: reactants, conditions, products, and yield The reactants are FC(C(=O)O)(F)F.N1CCC(CC1)C1=CN=C(C=2N1C=C(N2)COC2=NC1=CC=CC=C1C=C2)N2CCOCC2 (4-(5-(Piperidin-4-yl)-2-((quinolin-2-yloxy)methyl)imidazo[1,2-a]pyrazin-8-yl)morpholine trifluoroacetic acid salt), CCN(C(C)C)C(C)C (DIEA), BrCC(=O)OC(C)(C)C (tert-butyl bromoacetate). The solvent is C1CCOC1 (THF). Yields the product O1CCN(CC1)C=1C=2N(C(=CN1)C1CCN(CC1)CC(=O)OC(C)(C)C)C=C(N2)COC2=NC1=CC=CC=C1C=C2 (tert-Butyl 2-(4-(8-morpholino-2-((quinolin-2-yloxy)methyl)imidazo[1,2-a]pyrazin-5-yl)piperidin-1-yl)acetate). RXN SMILES: FC(F)(F)C(O)=O.[NH:8]1[CH2:13][CH2:12][CH:11]([C:14]2[N:19]3[CH:20]=[C:21]([CH2:23][O:24][C:25]4[CH:34]=[CH:33][C:32]5[C:27](=[CH:28][CH:29]=[CH:30][CH:31]=5)[N:26]=4)[N:22]=[C:18]3[C:17]([N:35]3[CH2:40][CH2:39][O:38][CH2:37][CH2:36]3)=[N:16][CH:15]=2)[CH2:10][CH2:9]1.CCN(C(C)C)C(C)C.Br[CH2:51][C:52]([O:54][C:55]([CH3:58])([CH3:57])[CH3:56])=[O:53]>C1COCC1>[O:38]1[CH2:39][CH2:40][N:35]([C:17]2[C:18]3[N:19]([CH:20]=[C:21]([CH2:23][O:24][C:25]4[CH:34]=[CH:33][C:32]5[C:27](=[CH:28][CH:29]=[CH:30][CH:31]=5)[N:26]=4)[N:22]=3)[C:14]([CH:11]3[CH2:10][CH2:9][N:8]([CH2:51][C:52]([O:54][C:55]([CH3:58])([CH3:57])[CH3:56])=[O:53])[CH2:13][CH2:12]3)=[CH:15][N:16]=2)[CH2:36][CH2:37]1 |f:0.1|. Procedure details: Compound 111 (50 mg, 0.06 mmol, Example 26), DIEA (53 μL, 0.38 mmol) and tert-butyl bromoacetate (12 μL, 0.07 mmol) in THF (1 mL) was heated at 120° C. in a microwave for 10 min. The reaction mixture was allowed to cool to rt and concentrated. The residue obtained was purified by flash column chromatography on silica gel (0:1-1:0 EtOAc/hexanes) to obtain compound 27a. Mass Spectrum (LCMS, ESI pos.) Calcd. For C31H38N6O4: 559.3 (M+H). Found 559.3. Reactants: CCC([BH-](C(CC)C)C(CC)C)C.[Li+] (L-selectride), C[Si](C1CCC(CC1)=O)(C)C (4-(trimethylsilyl)cyclohexanone). Run in C1CCOC1 (THF), C1CCOC1 (THF). Conditions: time 16 hour. Product: C[Si]([C@H]1CC[C@H](CC1)O)(C)C (cis-4-(trimethylsilyl)cyclohexanol). Isolated yield 52.7%. RXN SMILES: CCC(C)[BH-](C(C)CC)C(C)CC.[Li+].[CH3:15][Si:16]([CH3:25])([CH3:24])[CH:17]1[CH2:22][CH2:21][C:20](=[O:23])[CH2:19][CH2:18]1>C1COCC1>[CH3:15][Si:16]([CH3:25])([CH3:24])[C@@H:17]1[CH2:22][CH2:21][C@H:20]([OH:23])[CH2:19][CH2:18]1 |f:0.1|. Procedure: To a solution of L-selectride (165 mL, 0.165 mol, 1.5 eq) in anhydrous THF (200 mL) at −78° C. was added dropwise a solution of 4-(trimethylsilyl)cyclohexanone (20 g, 0.11 mol, 1.0 eq) in anhydrous THF (100 mL). The temperature was maintained for 3 h, and then the reaction mixture was stirred at room temperature for 16 h. Then the mixture was cooled to 0° C. before being quenched with water. The resulting mixture was warmed up to room temperature, and then sodium hydroxide aqueous solution (80 m... Starting materials: [BH4-], Cc1cc(CC(=O)c2cccc(Br)n2)cc2cn(COCC[Si](C)(C)C)nc12, CO, [Na+]. Yields the product Cc1cc(CC(O)c2cccc(Br)n2)cc2cn(COCC[Si](C)(C)C)nc12. RXN SMILES: [BH4-:29].[Br:1][c:2]1[cH:3][cH:4][cH:5][c:6]([C:8]([CH2:9][c:10]2[cH:11][c:12]3[cH:13][n:14]([CH2:20][O:21][CH2:22][CH2:23][Si:24]([CH3:25])([CH3:26])[CH3:27])[n:15][c:16]3[c:17]([CH3:19])[cH:18]2)=[O:28])[n:7]1.[CH3:31][OH:32].[Na+:30]>>[Br:1][c:2]1[cH:3][cH:4][cH:5][c:6]([CH:8]([CH2:9][c:10]2[cH:11][c:12]3[cH:13][n:14]([CH2:20][O:21][CH2:22][CH2:23][Si:24]([CH3:25])([CH3:26])[CH3:27])[n:15][c:16]3[c:17]([CH3:19])[cH:18]2)[OH:28])[n:7]1.